Dataset: the Open Reaction Database (ORD), a public repository of structured organic reaction records. Task: describe an organic reaction: reactants, conditions, products, and yield Reactants: O=C([O-])[O-], CC#N, Nc1nc(CCl)cs1, [Cs+], [Cs+], [I-], [K+], CSc1cccc(C(=NO)c2nnnn2C)c1. The product is CSc1cccc(C(=NOCc2csc(N)n2)c2nnnn2C)c1. Reaction SMILES: [C:26](=[O:27])([O-:28])[O-:29].[CH3:34][C:35]#[N:36].[Cl:18][CH2:19][c:20]1[n:21][c:22]([NH2:25])[s:23][cH:24]1.[Cs+:30].[Cs+:31].[I-:33].[K+:32].[OH:1][N:2]=[C:3]([c:4]1[n:5][n:6][n:7][n:8]1[CH3:9])[c:10]1[cH:11][c:12]([S:16][CH3:17])[cH:13][cH:14][cH:15]1>>[O:1]([N:2]=[C:3]([c:4]1[n:5][n:6][n:7][n:8]1[CH3:9])[c:10]1[cH:11][c:12]([S:16][CH3:17])[cH:13][cH:14][cH:15]1)[CH2:19][c:20]1[n:21][c:22]([NH2:25])[s:23][cH:24]1. Reaction SMILES: [C:36]([O:37][CH3:38])([CH3:39])([CH3:40])[CH3:41].[CH3:1][O-:2].[Cl:4][c:5]1[c:6](-[c:22]2[c:23]([F:30])[cH:24][c:25]([F:29])[cH:26][c:27]2[F:28])[c:7]([NH:15][CH:16]([CH3:17])[C:18]([F:19])([F:20])[F:21])[n:8][c:9]([S:11]([CH3:12])(=[O:13])=[O:14])[n:10]1.[Na+:3].[O:31]=[CH:32][N:33]([CH3:34])[CH3:35]>>[CH3:1][O:2][c:9]1[n:8][c:7]([NH:15][CH:16]([CH3:17])[C:18]([F:19])([F:20])[F:21])[c:6](-[c:22]2[c:23]([F:30])[cH:24][c:25]([F:29])[cH:26][c:27]2[F:28])[c:5]([Cl:4])[n:10]1. The reactants are COC(C)(C)C, C[O-], CC(Nc1nc(S(C)(=O)=O)nc(Cl)c1-c1c(F)cc(F)cc1F)C(F)(F)F, [Na+], CN(C)C=O. Product: COc1nc(Cl)c(-c2c(F)cc(F)cc2F)c(NC(C)C(F)(F)F)n1. The reactants are CCOC(=O)CC(CNC(=O)OC(C)(C)C)S(=O)(=O)O, C1CCOC1, [Li+], [OH-], O, O. Product: CC(C)(C)OC(=O)NCC(CC(=O)O)S(=O)(=O)O. As a reaction SMILES: [C:1]([CH3:2])([CH3:3])([CH3:4])[O:5][C:6](=[O:7])[NH:8][CH2:9][CH:10]([CH2:11][C:12](=[O:13])[O:14][CH2:15][CH3:16])[S:17](=[O:18])(=[O:19])[OH:20].[CH2:24]1[O:25][CH2:26][CH2:27][CH2:28]1.[Li+:23].[OH-:22].[OH2:21].[OH2:29]>>[C:1]([CH3:2])([CH3:3])([CH3:4])[O:5][C:6](=[O:7])[NH:8][CH2:9][CH:10]([CH2:11][C:12](=[O:13])[OH:14])[S:17](=[O:18])(=[O:19])[OH:20]. Starting materials: ice, C(=O)C=1C=CC(=NC1)N(CCC1=CC=C(OC(C(=O)OCC)(C)C)C=C1)CC1=CC=C(C=C1)OC(F)(F)F (ethyl 2-[4-(2-{(5-formylpyridin-2-yl)[4-(trifluoromethoxy)benzyl]amino}ethyl)phenoxy]-2-methylpropanoate), [Br-].C(C)(C)[P+](C1=CC=CC=C1)(C1=CC=CC=C1)C1=CC=CC=C1 (isopropyltriphenylphosphonium bromide), C(CCC)[Li] (n-butyl lithium), solution. Solvent: C1CCOC1 (THF), C1CCOC1 (THF), CCCCCC (hexane). Conditions: time 15 minute. The product is CC(C(=O)OCC)(C)OC1=CC=C(C=C1)CCN(CC1=CC=C(C=C1)OC(F)(F)F)C1=NC=C(C=C1)C=C(C)C (ethyl 2-methyl-2-[4-(2-{[5-(2-methylprop-1-enyl)pyridin-2-yl][4-(trifluoromethoxy)benzyl]amino}ethyl)phenoxy]propanoate). The yield is 33.1%. RXN SMILES: [Br-].[CH:2]([P+](C1C=CC=CC=1)(C1C=CC=CC=1)C1C=CC=CC=1)([CH3:4])[CH3:3].C([Li])CCC.[CH:29]([C:31]1[CH:32]=[CH:33][C:34]([N:37]([CH2:55][C:56]2[CH:61]=[CH:60][C:59]([O:62][C:63]([F:66])([F:65])[F:64])=[CH:58][CH:57]=2)[CH2:38][CH2:39][C:40]2[CH:54]=[CH:53][C:43]([O:44][C:45]([CH3:52])([CH3:51])[C:46]([O:48][CH2:49][CH3:50])=[O:47])=[CH:42][CH:41]=2)=[N:35][CH:36]=1)=O>C1COCC1.CCCCCC>[CH3:52][C:45]([O:44][C:43]1[CH:53]=[CH:54][C:40]([CH2:39][CH2:38][N:37]([C:34]2[CH:33]=[CH:32][C:31]([CH:29]=[C:2]([CH3:4])[CH3:3])=[CH:36][N:35]=2)[CH2:55][C:56]2[CH:61]=[CH:60][C:59]([O:62][C:63]([F:65])([F:64])[F:66])=[CH:58][CH:57]=2)=[CH:41][CH:42]=1)([CH3:51])[C:46]([O:48][CH2:49][CH3:50])=[O:47] |f:0.1|. Reported procedure: A solution of isopropyltriphenylphosphonium bromide (326 mg; 0.75 mmol) in 1.5 ml of dry THF was treated in an ice bath, under nitrogen, with n-butyl lithium (0.425 ml of a 1.6M solution in hexane; 0.68 mmol), dropwise. After stirring for 15 minutes, this mixture was added, via syringe, into an ice-cold solution of ethyl 2-[4-(2-{(5-formylpyridin-2-yl)[4-(trifluoromethoxy)benzyl]amino}ethyl)phenoxy]-2-methylpropanoate (200 mg; 0.38 mmol) in 2 ml of dry THF. After stirring at rt overnight, the re... Yields the product C1(=CC=CC=C1)NC=1C=C2CCCNC2=CC1 (Phenyl-(1,2,3,4-tetrahydro-quinolin-6-yl)-amine). Reagents/catalysts: [Pt](=O)=O (platinum(IV) oxide). Procedure details: A solution of 20.4 grams of 6-anilinoquinoline (prepared as described in Buu-Hoi, Royer and Hubert-Habart, J. Chem. Soc., 1956, 2048-2051) in 400 mL of acetic acid containing 1.3 grams of platinum(IV) oxide was hydrogenated at 30 psi for 4.2 hours on a Parr low-pressure hydrogenator. The solution was filtered; and the filtrate was neutralized with 6N aqueous sodium hydroxide. The aqueous phase was extracted three times with dichloromethane. The combined dichloromethane layers were washed with 6N... Reaction SMILES: [NH:1]([C:8]1[CH:9]=[C:10]2[C:15](=[CH:16][CH:17]=1)[N:14]=[CH:13][CH:12]=[CH:11]2)[C:2]1[CH:7]=[CH:6][CH:5]=[CH:4][CH:3]=1>C(O)(=O)C.[Pt](=O)=O>[C:2]1([NH:1][C:8]2[CH:9]=[C:10]3[C:15](=[CH:16][CH:17]=2)[NH:14][CH2:13][CH2:12][CH2:11]3)[CH:3]=[CH:4][CH:5]=[CH:6][CH:7]=1. Reactants: N(C1=CC=CC=C1)C=1C=C2C=CC=NC2=CC1 (6-anilinoquinoline). Run in C(C)(=O)O (acetic acid). The yield is 98.2%. Starting materials: C(OC(C)(C)C)(OC1=CC(=NN1C1=NC=CC=C1)C=1C=C(C=CC1)C1=CC(=CC=C1)C=O)=O (tert-butyl 3-(3′-formylbiphenyl-3-yl)-1-(pyridin-2-yl)-1H-pyrazol-5-yl carbonate), C(OC1=CC(=NN1C1=NC=CC=C1)C1=CC=C(C=C1)C1=CC=CC=C1)(OC(C)(C)C)=O (3-(biphenyl-4-yl)-1-(pyridin-2-yl)-1H-pyrazol-5-yl tert-butyl carbonate). Yields the product C(=O)C=1C=C(C=CC1)C1=CC(=CC=C1)C1=NN(C(=C1)O)C1=NC=CC=C1 (3-(3′-formylbiphenyl-3-yl)-1-(pyridin-2-yl)-1H-pyrazol-5-ol). Reaction SMILES: C(=O)([O:7][C:8]1[N:12]([C:13]2[CH:18]=[CH:17][CH:16]=[CH:15][N:14]=2)[N:11]=[C:10]([C:19]2[CH:20]=[C:21]([C:25]3[CH:30]=[CH:29][CH:28]=[C:27]([CH:31]=[O:32])[CH:26]=3)[CH:22]=[CH:23][CH:24]=2)[CH:9]=1)OC(C)(C)C.C(=O)(OC(C)(C)C)OC1N(C2C=CC=CN=2)N=C(C2C=CC(C3C=CC=CC=3)=CC=2)C=1>>[CH:31]([C:27]1[CH:26]=[C:25]([C:21]2[CH:22]=[CH:23][CH:24]=[C:19]([C:10]3[CH:9]=[C:8]([OH:7])[N:12]([C:13]4[CH:18]=[CH:17][CH:16]=[CH:15][N:14]=4)[N:11]=3)[CH:20]=2)[CH:30]=[CH:29][CH:28]=1)=[O:32]. Procedure details: The title compound was prepared in the same manner as in Example D-1, except that an equimolar amount of Compound 37 of Example C-11 was used in place of Compound 27 of Example C-1. The reactants are CC(=O)O, Oc1ccc(SC(F)(F)F)cc1, O, O=[N+]([O-])O, O=S(=O)(O)O. Yields the product O=[N+]([O-])c1cc(SC(F)(F)F)ccc1O. Reaction SMILES: [CH3:13][C:14](=[O:15])[OH:16].[F:1][C:2]([S:3][c:4]1[cH:5][cH:6][c:7]([OH:10])[cH:8][cH:9]1)([F:11])[F:12].[OH2:26].[OH:17][N+:18]([O-:19])=[O:20].[S:21](=[O:22])(=[O:23])([OH:24])[OH:25]>>[F:1][C:2]([S:3][c:4]1[cH:5][c:6]([N+:18](=[O:17])[O-:19])[c:7]([OH:10])[cH:8][cH:9]1)([F:11])[F:12]. Reactants: [Al], O=C([O-])[O-], [Na+], [Na+], [Na+], O=C([O-])O, CN(C)C=O, S=C=Nc1c2ccccc2nc2ccccc12. Yields the product c1ccc2nc3ccccc3cc2c1. Reaction SMILES: [Al:18].[C:19](=[O:20])([O-:21])[O-:22].[Na+:23].[Na+:24].[Na+:29].[O-:25][C:26]([OH:27])=[O:28].[O:30]=[CH:31][N:32]([CH3:33])[CH3:34].[cH:1]1[cH:2][cH:3][cH:4][c:5]2[n:6][c:7]3[cH:8][cH:9][cH:10][cH:11][c:12]3[c:13]([N:15]=[C:16]=[S:17])[c:14]12>>[cH:1]1[cH:2][cH:3][cH:4][c:5]2[n:6][c:7]3[cH:8][cH:9][cH:10][cH:11][c:12]3[cH:13][c:14]12. Reactants: CC(=O)OB(OC(C)=O)OC(C)=O, COc1ccccc1N1CCNCC1, O=CCC(C(=O)C1CCCC1)c1ccccc1, [H-], [Na+]. The product is COc1ccccc1N1CCN(CCC(C(=O)C2CCCC2)c2ccccc2)CC1. As a reaction SMILES: [C:33]([O:34][B:35]([O:36][C:37](=[O:38])[CH3:39])[O:40][C:41](=[O:42])[CH3:43])(=[O:44])[CH3:45].[CH3:18][O:19][c:20]1[c:21]([N:26]2[CH2:27][CH2:28][NH:29][CH2:30][CH2:31]2)[cH:22][cH:23][cH:24][cH:25]1.[CH:1]1([C:6](=[O:7])[CH:8]([CH2:9][CH:10]=[O:11])[c:12]2[cH:13][cH:14][cH:15][cH:16][cH:17]2)[CH2:2][CH2:3][CH2:4][CH2:5]1.[H-:32].[Na+:46]>>[CH:1]1([C:6](=[O:7])[CH:8]([CH2:9][CH2:10][N:29]2[CH2:28][CH2:27][N:26]([c:21]3[c:20]([O:19][CH3:18])[cH:25][cH:24][cH:23][cH:22]3)[CH2:31][CH2:30]2)[c:12]2[cH:13][cH:14][cH:15][cH:16][cH:17]2)[CH2:2][CH2:3][CH2:4][CH2:5]1. Reactants: O (Water), COC(=O)[C@@H]1[C@@H](CN(CC1)CC(=O)OC)C(N(CC)CC)=O (cis-Methyl-3-(Diethylcarbamoyl)-1-(methoxycarbonylmethyl)-piperidine-4-carboxylate), CC(C)([O-])C.[K+] (potassium t-butoxide). Reported procedure: A solution of 12 (159 g, 0.503 mole) in toluene (700 ml) was added dropwise over a period 2.5 hours to a solution of potassium t-butoxide (169 g, 1.51 mole) in toluene (1.9 L) at 110° C. under a nitrogen condition. The mixture was heated at reflux for 1 hour and cooled down to room temperature. Water (400 ml) was added then the layers were heated at reflux for 2 hours. After the organic layer was separated, the aqueous layer was neutralized and extracted with EtOAc for 15 hours with continuous e... The product is C(C)N(C(=O)[C@H]1CN2CC([C@@H]1CC2)=O)CC ((3R*,4R*)-N,N-Diethyl-5-oxo-1-azabicyclo[2.2.2]octane-3-carboxamide). The yield is 30.7%. Run in C1(=CC=CC=C1)C (toluene), C1(=CC=CC=C1)C (toluene). Reaction SMILES: COC([C@H:5]1[CH2:10][CH2:9][N:8]([CH2:11][C:12](OC)=[O:13])[CH2:7][C@H:6]1[C:16](=[O:22])[N:17]([CH2:20][CH3:21])[CH2:18][CH3:19])=O.CC(C)([O-])C.[K+].O>C1(C)C=CC=CC=1>[CH2:18]([N:17]([CH2:20][CH3:21])[C:16]([C@@H:6]1[C@H:5]2[CH2:10][CH2:9][N:8]([CH2:11][C:12]2=[O:13])[CH2:7]1)=[O:22])[CH3:19] |f:1.2|.